Dataset: the Open Reaction Database (ORD), a public repository of structured organic reaction records. Task: describe an organic reaction: reactants, conditions, products, and yield Starting materials: Cc1ccccc1, CCCCCC(=O)C=Cc1ccc(Cl)cc1. Product: CCCCCC(=O)CCc1ccc(Cl)cc1. As a reaction SMILES: [CH3:17][c:18]1[cH:19][cH:20][cH:21][cH:22][cH:23]1.[Cl:1][c:2]1[cH:3][cH:4][c:5]([CH:8]=[CH:9][C:10]([CH2:11][CH2:12][CH2:13][CH2:14][CH3:15])=[O:16])[cH:6][cH:7]1>>[Cl:1][c:2]1[cH:3][cH:4][c:5]([CH2:8][CH2:9][C:10]([CH2:11][CH2:12][CH2:13][CH2:14][CH3:15])=[O:16])[cH:6][cH:7]1.